Dataset: the Open Reaction Database (ORD), a public repository of structured organic reaction records. Task: describe an organic reaction: reactants, conditions, products, and yield Starting materials: OC1=CC=C(C(=O)N)C=C1 (4-Hydroxybenzamide), ClC1=C2C(=NC(=C1)C1=C3C=NNC3=CC=C1)N(N=C2)C (4-Chloro-6-(1H-indazol-4-yl)-1-methyl-1H-pyrazolo[3,4-b]pyridine), C([O-])([O-])=O.[K+].[K+] (potassium carbonate). Run in C(C)(=O)OCC (ethyl acetate), CN(C)C=O (DMF). Reaction conditions: temperature 155 celsius. Yields the product N1N=CC2=C(C=CC=C12)C1=CC(=C2C(=N1)N(N=C2)C)OC2=CC=C(C(=O)N)C=C2 (4-(6-(1H-indazol-4-yl)-1-methyl-1H-pyrazolo[3,4-b]pyridin-4-yloxy)benzamide). Yield: 18.5%. RXN SMILES: Cl[C:2]1[CH:7]=[C:6]([C:8]2[CH:16]=[CH:15][CH:14]=[C:13]3[C:9]=2[CH:10]=[N:11][NH:12]3)[N:5]=[C:4]2[N:17]([CH3:20])[N:18]=[CH:19][C:3]=12.[OH:21][C:22]1[CH:30]=[CH:29][C:25]([C:26]([NH2:28])=[O:27])=[CH:24][CH:23]=1.C(=O)([O-])[O-].[K+].[K+]>CN(C=O)C.C(OCC)(=O)C>[NH:12]1[C:13]2[C:9](=[C:8]([C:6]3[N:5]=[C:4]4[N:17]([CH3:20])[N:18]=[CH:19][C:3]4=[C:2]([O:21][C:22]4[CH:30]=[CH:29][C:25]([C:26]([NH2:28])=[O:27])=[CH:24][CH:23]=4)[CH:7]=3)[CH:16]=[CH:15][CH:14]=2)[CH:10]=[N:11]1 |f:2.3.4|. Procedure details: 4-Chloro-6-(1H-indazol-4-yl)-1-methyl-1H-pyrazolo[3,4-b]pyridine 7 (0.040 g, 0.141 mmoles) was dissolved in 2 mL DMF. 4-Hydroxybenzamide 8d (0.038 g, 0.281 mmol) was added followed by the addition of potassium carbonate (0.2 g, 1.41 mmol) and the resultant reaction mixture was heated in a microwave at 155° C. for 1 hour. The reaction mixture was diluted with ethyl acetate and filtered and the organic portions were washed with saturated sodium bicarbonate solution followed by brine, dried over an...